This data is from the Open Reaction Database (ORD), a public repository of structured organic reaction records. The task is: describe an organic reaction: reactants, conditions, products, and yield Starting materials: C(C)N(CC)S(F)(F)F ((Diethylamino)sulfur trifluoride), ice, COC([C@H](CCCC1=CC=CC=C1)[C@@H](C(=O)N1CCOCC1)O)=O ((R)-2-((S)-1-Hydroxy-2-morpholin-4-yl-2-oxo-ethyl)-5-phenyl-pentanoic acid methyl ester). Solvent: C(Cl)Cl (methylene chloride). Run at time 8 hour. The product is COC([C@H](CCCC1=CC=CC=C1)C(C(=O)N1CCOCC1)F)=O ((S)-2-(1-Fluoro-2-morpholin-4-yl-2-oxo-ethyl)-5-phenyl-pentanoic acid methyl ester). Isolated yield 27.3%. RXN SMILES: C(N(S(F)(F)[F:7])CC)C.[CH3:10][O:11][C:12](=[O:33])[C@@H:13]([C@H:23](O)[C:24]([N:26]1[CH2:31][CH2:30][O:29][CH2:28][CH2:27]1)=[O:25])[CH2:14][CH2:15][CH2:16][C:17]1[CH:22]=[CH:21][CH:20]=[CH:19][CH:18]=1>C(Cl)Cl>[CH3:10][O:11][C:12](=[O:33])[C@@H:13]([CH:23]([F:7])[C:24]([N:26]1[CH2:31][CH2:30][O:29][CH2:28][CH2:27]1)=[O:25])[CH2:14][CH2:15][CH2:16][C:17]1[CH:22]=[CH:21][CH:20]=[CH:19][CH:18]=1. Reported procedure: (Diethylamino)sulfur trifluoride (2.0 ml, 15.2 mmol) was added to a ice cold solution of (R)-2-((S)-1-Hydroxy-2-morpholin-4-yl-2-oxo-ethyl)-5-phenyl-pentanoic acid methyl ester (4a) (0.85 g, 2.5 mmol) in dry methylene chloride (15 ml) and the reaction mixture was stirred overnight while warming to room temperature. The reaction was quenched with aqueous NaHCO3 solution and extracted with methylene chloride. The organic extracts were dried over Na2SO4 and concentrated under reduced pressure. Colu... The yield is 46.7%. Product: COC1=C(C=CC=C1OC)CCC(=O)C=1N=CNC1 (3-(2,3-dimethoxyphenyl)-1-(1H-imidazol-4-yl)-1-propanone). Solvent: C(=O)O (formic acid). Procedure details: 17.88 g (0.0687 mole) of 3-(2,3-dimethoxyphenyl)-1-(1-triphenylmethyl-1H-imidazol-4-yl)-1-propanone prepared in Example 2.3.a are heated in 100 ml of formic acid for half an hour at 80° C. The reaction medium is then cooled to room temperature and the triphenylmethanol which has precipitated during cooling is filtered off. Formic acid is distilled off and the residue is taken up in water. The aqueous phase is then brought to pH 9 by addition of a 12 mole/l aqueous solution of ammonia. The precip... Starting materials: COC1=C(C=CC=C1OC)CCC(=O)C=1N=CN(C1)C(C1=CC=CC=C1)(C1=CC=CC=C1)C1=CC=CC=C1 (3-(2,3-dimethoxyphenyl)-1-(1-triphenylmethyl-1H-imidazol-4-yl)-1-propanone). As a reaction SMILES: [CH3:1][O:2][C:3]1[C:8]([O:9][CH3:10])=[CH:7][CH:6]=[CH:5][C:4]=1[CH2:11][CH2:12][C:13]([C:15]1[N:16]=[CH:17][N:18](C(C2C=CC=CC=2)(C2C=CC=CC=2)C2C=CC=CC=2)[CH:19]=1)=[O:14]>C(O)=O>[CH3:1][O:2][C:3]1[C:8]([O:9][CH3:10])=[CH:7][CH:6]=[CH:5][C:4]=1[CH2:11][CH2:12][C:13]([C:15]1[N:16]=[CH:17][NH:18][CH:19]=1)=[O:14]. Starting materials: ( a ), N1C=CC2=CC=CC(=C12)C(=O)OC (methyl indole-7-carboxylate), N1C(=CC2=CC=CC=C12)C(=O)OCC (ethyl indole-2-carboxylate). Product: CN1C=CC2=CC=CC(=C12)C(=O)OC (Methyl 1-methyl-1H-indole-7-carboxylate). The yield is 90.0%. RXN SMILES: [NH:1]1[C:9]2[C:4](=[CH:5][CH:6]=[CH:7][C:8]=2[C:10]([O:12][CH3:13])=[O:11])[CH:3]=[CH:2]1.N1C2C(=CC=CC=2)C=[C:15]1C(OCC)=O>>[CH3:15][N:1]1[C:9]2[C:4](=[CH:5][CH:6]=[CH:7][C:8]=2[C:10]([O:12][CH3:13])=[O:11])[CH:3]=[CH:2]1. Procedure details: According to the procedure of Preparation 9 (a), except substituting methyl indole-7-carboxylate for the ethyl indole-2-carboxylate, the title compound (2.4 g, 90%) was obtained as an oil: MS (ES) m/e 190.2 (M+H)+. Reactants: Cc1cc(COc2ccc(NC(=O)C3C(C(=O)OC(C)(C)C)CC4(CC4)CN3C)cc2)c2ccccc2n1, ClCCl, O=C(O)C(F)(F)F. RXN SMILES: [C:8]([CH3:9])([CH3:10])([CH3:11])[O:12][C:13](=[O:14])[CH:15]1[CH:16]([C:24](=[O:25])[NH:26][c:27]2[cH:28][cH:29][c:30]([O:33][CH2:34][c:35]3[cH:36][c:37]([CH3:45])[n:38][c:39]4[cH:40][cH:41][cH:42][cH:43][c:44]34)[cH:31][cH:32]2)[N:17]([CH3:23])[CH2:18][C:19]2([CH2:20][CH2:21]2)[CH2:22]1.[Cl:46][CH2:47][Cl:48].[F:1][C:2]([F:3])([F:4])[C:5]([OH:6])=[O:7]>>[O:12]=[C:13]([OH:14])[CH:15]1[CH:16]([C:24](=[O:25])[NH:26][c:27]2[cH:28][cH:29][c:30]([O:33][CH2:34][c:35]3[cH:36][c:37]([CH3:45])[n:38][c:39]4[cH:40][cH:41][cH:42][cH:43][c:44]34)[cH:31][cH:32]2)[N:17]([CH3:23])[CH2:18][C:19]2([CH2:20][CH2:21]2)[CH2:22]1. Product: Cc1cc(COc2ccc(NC(=O)C3C(C(=O)O)CC4(CC4)CN3C)cc2)c2ccccc2n1. The reactants are COC=1C=C(C=CC1[N+](=O)[O-])N1CCC(CC1)=O (1-(3-Methoxy-4-nitrophenyl)piperidin-4-one), COC=1C=C(C=CC1[N+](=O)[O-])N1CCC(CC1)=O (1-(3-Methoxy-4-nitrophenyl)piperidin-4-one), F[C@H]1CNCC1 ((R)-3-fluoropyrrolidine). Yields the product F[C@H]1CN(CC1)C1CCN(CC1)C1=CC(=C(C=C1)[N+](=O)[O-])OC ((R)-4-(3-Fluoropyrrolidin-1-yl)-1-(3-methoxy-4-nitrophenyl)piperidine). As a reaction SMILES: [CH3:1][O:2][C:3]1[CH:4]=[C:5]([N:12]2[CH2:17][CH2:16][C:15](=O)[CH2:14][CH2:13]2)[CH:6]=[CH:7][C:8]=1[N+:9]([O-:11])=[O:10].[F:19][C@@H:20]1[CH2:24][CH2:23][NH:22][CH2:21]1>>[F:19][C@@H:20]1[CH2:24][CH2:23][N:22]([CH:15]2[CH2:16][CH2:17][N:12]([C:5]3[CH:6]=[CH:7][C:8]([N+:9]([O-:11])=[O:10])=[C:3]([O:2][CH3:1])[CH:4]=3)[CH2:13][CH2:14]2)[CH2:21]1. Procedure details: Starting materials: 1-(3-methoxy-4-nitrophenyl)piperidin-4-one (INTERMEDIATE 18) and (R)-3-fluoropyrrolidine. m/z 324. The reactants are CC1CCCN1, CCO, C=Cc1nc2cc(-c3ccc(C#N)cc3)ccc2o1. Product: CC1CCCN1CCc1nc2cc(-c3ccc(C#N)cc3)ccc2o1. As a reaction SMILES: [CH3:20][CH:21]1[NH:22][CH2:23][CH2:24][CH2:25]1.[CH3:26][CH2:27][OH:28].[CH:1](=[CH2:2])[c:3]1[o:4][c:5]2[c:6]([n:7]1)[cH:8][c:9](-[c:12]1[cH:13][cH:14][c:15]([C:16]#[N:17])[cH:18][cH:19]1)[cH:10][cH:11]2>>[CH2:1]([CH2:2][N:22]1[CH:21]([CH3:20])[CH2:25][CH2:24][CH2:23]1)[c:3]1[o:4][c:5]2[c:6]([n:7]1)[cH:8][c:9](-[c:12]1[cH:13][cH:14][c:15]([C:16]#[N:17])[cH:18][cH:19]1)[cH:10][cH:11]2.